From a dataset of the Open Reaction Database (ORD), a public repository of structured organic reaction records. describe an organic reaction: reactants, conditions, products, and yield The reactants are ClC1=C(OCC(=O)O)C=CC(=C1Cl)C(C(C)=CC)=O ([2,3-Dichloro-4-(2-ethylidenepropionyl)phenoxy]acetic acid). Solvent: S(O)(O)(=O)=O (sulfuric acid). Product: O=C1C(C(C2=CC(=C(C(=C12)Cl)Cl)OCC(=O)O)C)C ((1-Oxo-2,3-dimethyl-6,7-dichloro-5-indanyloxy)acetic Acid). Reaction SMILES: [Cl:1][C:2]1[C:12]([Cl:13])=[C:11]([C:14](=[O:19])[C:15](=[CH:17][CH3:18])[CH3:16])[CH:10]=[CH:9][C:3]=1[O:4][CH2:5][C:6]([OH:8])=[O:7]>S(=O)(=O)(O)O>[O:19]=[C:14]1[C:11]2[C:10](=[CH:9][C:3]([O:4][CH2:5][C:6]([OH:8])=[O:7])=[C:2]([Cl:1])[C:12]=2[Cl:13])[CH:17]([CH3:18])[CH:15]1[CH3:16]. Reported procedure: [2,3-Dichloro-4-(2-ethylidenepropionyl)phenoxy]acetic acid (18.4 g., 0.061 mole) in concentrated sulfuric acid (110 ml.) is cyclized in the manner of Example 1, Step A, to afford 5.8 g. of (1-oxo-2,3-dimethyl-6,7-dichloro-5-indanyloxy)acetic acid, m.p. 174°-176° C., after recrystallization from ethanol. RXN SMILES: [CH3:18][OH:19].[CH:13]([OH:14])([CH3:15])[CH3:16].[ClH:17].[ClH:1].[N+:2]([O-:3])(=[O:4])[c:5]1[cH:6][cH:7][c:8]([CH2:9][NH2:10])[cH:11][cH:12]1>>[NH2:2][c:5]1[cH:6][cH:7][c:8]([CH2:9][NH2:10])[cH:11][cH:12]1. The reactants are CO, CC(C)O, Cl, Cl, NCc1ccc([N+](=O)[O-])cc1. Yields the product NCc1ccc(N)cc1.